Task: describe an organic reaction: reactants, conditions, products, and yield. Dataset: the Open Reaction Database (ORD), a public repository of structured organic reaction records Reactants: C(CO)O (ethylene glycol), Cl.ClC1=CC=C(C=C1)[C@@H](C1=CC=C(C=C1)C=O)N ((R*)-[(4-chlorophenyl)(4-formylphenyl)methyl]amine hydrochloride), O.C1(=CC=C(C=C1)S(=O)(=O)O)C (para-toluenesulfonic acid monohydrate). The solvent is C1(=CC=CC=C1)C (toluene). Run at time 20 hour. Product: ClC1=CC=C(C=C1)NCC1=CC=C(C=C1)C1OCCO1 ((4-chlorophenyl)-[(4-(1,3-dioxolan-2-yl)phenyl]methyl}amine). Reaction SMILES: [CH2:1]([OH:4])[CH2:2][OH:3].[ClH:5].ClC1C=CC([C@H:13]([NH2:22])[C:14]2[CH:19]=[CH:18][C:17]([CH:20]=O)=[CH:16][CH:15]=2)=CC=1.O.[C:24]1(C)[CH:29]=[CH:28][C:27](S(O)(=O)=O)=[CH:26][CH:25]=1>C1(C)C=CC=CC=1>[Cl:5][C:24]1[CH:29]=[CH:28][C:27]([NH:22][CH2:13][C:14]2[CH:15]=[CH:16][C:17]([CH:20]3[O:4][CH2:1][CH2:2][O:3]3)=[CH:18][CH:19]=2)=[CH:26][CH:25]=1 |f:1.2,3.4|. Procedure: Chiral (+)-{(4-chlorophenyl)[4-(1,3-dioxolan-2-yl)phenyl]methyl}amine may be obtained in the following manner: 3.95 cm3 of ethylene glycol are poured into a suspension of 18.16 g of chiral (R*)-[(4-chlorophenyl)(4-formylphenyl)methyl]amine hydrochloride, in 1000 cm3 of toluene, and 0.82 g of para-toluenesulfonic acid monohydrate is added. After stirring for 20 hours at the reflux temperature, the reaction medium is cooled, washed with a saturated aqueous sodium bicarbonate solution, with water a... Reactants: CCO, O=C(N1CCOCC1)N1CC(c2ccc(C(F)(F)F)cc2)CC(c2nc(Cl)no2)C1, OC1CCNC1. The product is O=C(N1CCOCC1)N1CC(c2ccc(C(F)(F)F)cc2)CC(c2nc(N3CCC(O)C3)no2)C1. As a reaction SMILES: [CH3:37][CH2:38][OH:39].[Cl:1][c:2]1[n:3][o:4][c:5]([CH:7]2[CH2:8][N:9]([C:23](=[O:24])[N:25]3[CH2:26][CH2:27][O:28][CH2:29][CH2:30]3)[CH2:10][CH:11]([c:13]3[cH:14][cH:15][c:16]([C:19]([F:20])([F:21])[F:22])[cH:17][cH:18]3)[CH2:12]2)[n:6]1.[NH:31]1[CH2:32][CH:33]([OH:36])[CH2:34][CH2:35]1>>[c:2]1([N:31]2[CH2:32][CH:33]([OH:36])[CH2:34][CH2:35]2)[n:3][o:4][c:5]([CH:7]2[CH2:8][N:9]([C:23](=[O:24])[N:25]3[CH2:26][CH2:27][O:28][CH2:29][CH2:30]3)[CH2:10][CH:11]([c:13]3[cH:14][cH:15][c:16]([C:19]([F:20])([F:21])[F:22])[cH:17][cH:18]3)[CH2:12]2)[n:6]1. The reactants are OC1=C(C=C2C(=NC=NC2=C1)NC1=C(C=CC(=C1)NC(=O)C1=CC(=NC=C1)N1CCOCC1)C)OC (7-hydroxy-6-methoxy-4-[2-methyl-5-(2-morpholinopyridine-4-carboxamido)anilino]quinazoline), C1(=CC=C(C=C1)S(=O)(=O)OCCN1N=NC=C1)C (2-(1,2,3-triazol-1-yl)ethyl 4-toluenesulphonate), C([O-])([O-])=O.[Cs+].[Cs+] (cesium carbonate). The solvent is CN(C(C)=O)C (N,N-dimethylacetamide). Reaction conditions: temperature 100 celsius. The product is COC=1C=C2C(=NC=NC2=CC1OCCN1N=NC=C1)NC1=C(C=CC(=C1)NC(=O)C1=CC(=NC=C1)N1CCOCC1)C (6-Methoxy-7-[2-(1,2,3-triazol-1-yl)ethoxy]-4-[2-methyl-5-(2-morpholinopyridine-4-carboxamido)anilino]quinazoline). The yield is 21.4%. Reaction SMILES: [OH:1][C:2]1[CH:11]=[C:10]2[C:5]([C:6]([NH:12][C:13]3[CH:18]=[C:17]([NH:19][C:20]([C:22]4[CH:27]=[CH:26][N:25]=[C:24]([N:28]5[CH2:33][CH2:32][O:31][CH2:30][CH2:29]5)[CH:23]=4)=[O:21])[CH:16]=[CH:15][C:14]=3[CH3:34])=[N:7][CH:8]=[N:9]2)=[CH:4][C:3]=1[O:35][CH3:36].C1(C)C=CC(S(O[CH2:47][CH2:48][N:49]2[CH:53]=[CH:52][N:51]=[N:50]2)(=O)=O)=CC=1.C(=O)([O-])[O-].[Cs+].[Cs+]>CN(C)C(=O)C>[CH3:36][O:35][C:3]1[CH:4]=[C:5]2[C:10](=[CH:11][C:2]=1[O:1][CH2:47][CH2:48][N:49]1[CH:53]=[CH:52][N:51]=[N:50]1)[N:9]=[CH:8][N:7]=[C:6]2[NH:12][C:13]1[CH:18]=[C:17]([NH:19][C:20]([C:22]2[CH:27]=[CH:26][N:25]=[C:24]([N:28]3[CH2:33][CH2:32][O:31][CH2:30][CH2:29]3)[CH:23]=2)=[O:21])[CH:16]=[CH:15][C:14]=1[CH3:34] |f:2.3.4|. Procedure details: A mixture of 7-hydroxy-6-methoxy-4-[2-methyl-5-(2-morpholinopyridine-4-carboxamido)anilino]quinazoline (184 mg), 2-(1,2,3-triazol-1-yl)ethyl 4-toluenesulphonate (101 mg), cesium carbonate (370 mg) and N,N-dimethylacetamide (4 ml) was stirred and heated to 100° C. for 1 hour. After cooling the reaction mixture to ambient temperature, the reaction mixture was partitioned between water and methylene chloride. The organic phase was dried with brine and sodium sulphate and evaporated. The material so... Starting materials: ClC1=CC=C(C=C1)S (4-Chlorothiophenol), BrCCCCCCN1C(C=2C(C1=O)=CC=CC2)=O (N-(6-bromohexyl)-phthalimide), C(=O)([O-])[O-].[K+].[K+] (K2CO3). Run in CN(C)C=O (DMF). Reaction conditions: temperature 90 celsius, time 23 hour. Product: ClC1=CC=C(C=C1)SCCCCCCC1=C2C(C(=O)NC2=O)=CC=C1 (6-(4-Chlorophenylsulfanyl)-hexylphthalimide). Reaction SMILES: [Cl:1][C:2]1[CH:7]=[CH:6][C:5]([SH:8])=[CH:4][CH:3]=1.BrCCCCCC[N:16]1[C:20](=[O:21])[C:19]2=[CH:22][CH:23]=[CH:24][CH:25]=[C:18]2[C:17]1=[O:26].C([O-])([O-])=O.[K+].[K+]>CN(C=O)C>[Cl:1][C:2]1[CH:7]=[CH:6][C:5]([S:8][CH2:6][CH2:7][CH2:2][CH2:3][CH2:4][CH2:5][C:25]2[CH:24]=[CH:23][CH:22]=[C:19]3[C:20]([NH:16][C:17](=[O:26])[C:18]=23)=[O:21])=[CH:4][CH:3]=1 |f:2.3.4|. Reported procedure: 4-Chlorothiophenol (2.89 g, 20 mmol), N-(6-bromohexyl)-phthalimide (6.20 g, 20 mmol) and K2CO3 (5.53 g, 40 mmol) were suspended in DMF (50 mL) under an atmosphere of argon and stirred at 90° C. for 23 h. The solvent was evaporated under reduced pressure and the residue was partitioned between water (100 mL) and CH2Cl2 (150 mL). The aqueous layer was extracted with CH2Cl2 (2×100 mL), the combined org. layers were dried over Na2SO4, filtered and the solvent was removed under reduced pressure to gi...